Dataset: the Open Reaction Database (ORD), a public repository of structured organic reaction records. Task: describe an organic reaction: reactants, conditions, products, and yield Starting materials: C(=O)(N1C=NC=C1)N1C=NC=C1 (Carbonyldiimidazole), C(C)(C)(C)NS(=O)(=O)C1=CC2=C(S1)S(C(C2)C(=O)O)(=O)=O (5-(N-t-butylsulfamoyl)-1,1-dioxo-2,3-dihydrothieno[2,3-b]thiophene-2-carboxylic acid). As a reaction SMILES: [C:1](N1C=CN=C1)(N1C=CN=C1)=O.[C:13]([NH:17][S:18]([C:21]1[S:25][C:24]2[S:26](=[O:33])(=[O:32])[CH:27]([C:29]([OH:31])=[O:30])[CH2:28][C:23]=2[CH:22]=1)(=[O:20])=[O:19])([CH3:16])([CH3:15])[CH3:14]>C(Cl)CCC>[C:13]([NH:17][S:18]([C:21]1[S:25][C:24]2[S:26](=[O:32])(=[O:33])[CH:27]([C:29]([O:31][CH3:1])=[O:30])[CH2:28][C:23]=2[CH:22]=1)(=[O:20])=[O:19])([CH3:16])([CH3:14])[CH3:15]. Isolated yield 74.0%. Reaction conditions: time 1 hour. Yields the product C(C)(C)(C)NS(=O)(=O)C1=CC2=C(S1)S(C(C2)C(=O)OC)(=O)=O (Methyl 5-(N-t-butylsulfamoyl)-1,1-dioxo-2,3-dihydro-thieno[2,3-b]thiophene-2-carboxylate). Procedure details: Carbonyldiimidazole (5.3 g, 32.7 mmol) was added at room temperature to a stirred solution of product from Step A (7.7 g, 21.8 mmol) in dry, degassed DMF under an N2 atmosphere. After 1 h, methanol (150 mL) was added and the reaction stirred for 30 min. The solvents were removed under high vacuum, and the residue taken up in ethyl acetate. This solution was extracted with water and saturated brine, dried over MgSO4, filtered, and the filtrate evaporated to dryness to give a foam. This foam was t... The solvent is C(CCC)Cl (n-butyl-chloride). Reactants: COc1ccc2nc(C)c(Cl)nc2c1, Cl, [Na+], [Na+], O=C([O-])[O-], O. Product: COc1ccc2nc(C)c(=O)[nH]c2c1. As a reaction SMILES: [Cl:1][c:2]1[c:3]([CH3:14])[n:4][c:5]2[cH:6][cH:7][c:8]([O:12][CH3:13])[cH:9][c:10]2[n:11]1.[ClH:21].[Na+:15].[Na+:16].[O-:17][C:18](=[O:19])[O-:20].[OH2:22]>>[c:2]1(=[O:17])[c:3]([CH3:14])[n:4][c:5]2[cH:6][cH:7][c:8]([O:12][CH3:13])[cH:9][c:10]2[nH:11]1. The reactants are C(=O)(N1C=NC=C1)N1C=NC=C1 (carbonyldiimidazole), O=C(CC(C(=O)O)CC1=CC=CC=C1)N1CC=2C(C1)=CSC2 (γ-oxo-α-(phenylmethyl)-5,6-dihydro-4H-thieno[3,4-c]pyrrole-5-butanoic acid), CN1CCNCC1 (4-methylpiperazine). Solvent: O1CCCC1 (tetrahydrofuran). Conditions: time 1 hour. The product is CN1CCN(CC1)C(C(CC(=O)N1CC=2C(C1)=CSC2)CC2=CC=CC=C2)=O (5-[4-(4-methylpiperazin-1-yl)-1,4-dioxo-3-(phenylmethyl)butyl]-5,6-dihydro-4H-thieno[3,4-c]pyrrole). The yield is 79.4%. Reaction SMILES: C(N1C=CN=C1)(N1C=CN=C1)=O.[O:13]=[C:14]([N:27]1[CH2:31][C:30]2=[CH:32][S:33][CH:34]=[C:29]2[CH2:28]1)[CH2:15][CH:16]([CH2:20][C:21]1[CH:26]=[CH:25][CH:24]=[CH:23][CH:22]=1)[C:17]([OH:19])=O.[CH3:35][N:36]1[CH2:41][CH2:40][NH:39][CH2:38][CH2:37]1>O1CCCC1>[CH3:35][N:36]1[CH2:41][CH2:40][N:39]([C:17](=[O:19])[CH:16]([CH2:20][C:21]2[CH:26]=[CH:25][CH:24]=[CH:23][CH:22]=2)[CH2:15][C:14]([N:27]2[CH2:31][C:30]3=[CH:32][S:33][CH:34]=[C:29]3[CH2:28]2)=[O:13])[CH2:38][CH2:37]1. Procedure: 0.55 g (3.39 mmol) of carbonyldiimidazole is added to a solution of 1 g (3.17 mmol) of γ-oxo-α-(phenylmethyl)-5,6-dihydro-4H-thieno[3,4-c]pyrrole-5-butanoic acid in 15 ml of dry tetrahydrofuran. The solution is stirred at room temperature for 1 h and then 0.42 ml (3.8 mmol) of 4-methylpiperazine is added and the solution is stirred at room temperature for 20 h. The mixture is then evaporated to dryness, the residue is dissolved in 50 ml of dichloromethane, and then the solution obtained is washe... The reactants are COC1=C(CN2C=NC(=C2C2=CC(=NC=C2)NC(=O)N)C2=CC=C(C=C2)F)C=CC(=C1)OC ({4-[3-(2,4-Dimethoxy-benzyl)-5-(4-fluoro-phenyl)-3H-imidazol-4-yl]-pyridin-2-yl}-urea), FC(C(=O)O)(F)F (trifluoroacetic acid), O (water), C(=O)(O)[O-].[Na+] (NaHCO3). Yield: 96.0%. Product: FC1=CC=C(C=C1)C1=C(NC=N1)C1=CC(=NC=C1)NC(=O)N ({4-[5-(4-Fluoro-phenyl)-3H-imidazol-4-yl]-pyridin-2-yl}-urea). Reported procedure: To the solution of {4-[3-(2,4-Dimethoxy-benzyl)-5-(4-fluoro-phenyl)-3H-imidazol-4-yl]-pyridin-2-yl}-urea (Example 51, 15 mg, 0.034 mmol) in DCM (1.0 mL) is added trifluoroacetic acid (0.1 mL). The reaction mixture is stirred for 6.5 days at room temperature before saturated NaHCO3 aqueous solution (2 mL) is added along with water (10 ml). The mixture is extracted with EtOAc (3×20 mL) and the organic layers are combined, dried and concentrated to give the crude product. Purification by silica fla... As a reaction SMILES: COC1C=C(OC)C=CC=1C[N:6]1[C:10]([C:11]2[CH:16]=[CH:15][N:14]=[C:13]([NH:17][C:18]([NH2:20])=[O:19])[CH:12]=2)=[C:9]([C:21]2[CH:26]=[CH:25][C:24]([F:27])=[CH:23][CH:22]=2)[N:8]=[CH:7]1.FC(F)(F)C(O)=O.C([O-])(O)=O.[Na+].O>C(Cl)Cl>[F:27][C:24]1[CH:25]=[CH:26][C:21]([C:9]2[N:8]=[CH:7][NH:6][C:10]=2[C:11]2[CH:16]=[CH:15][N:14]=[C:13]([NH:17][C:18]([NH2:20])=[O:19])[CH:12]=2)=[CH:22][CH:23]=1 |f:2.3|. Run in C(Cl)Cl (DCM). The reactants are COC(=O)[C@@H]1NC2=CC(=CC(=C2[C@H](C1)CC(=O)OC)Cl)Cl (Trans-2-methoxycarbonyl-4-methoxycarbonylmethyl-5,7-dichloro-1,2,3,4-tetrahydroquinoline), [OH-].[Na+] (sodium hydroxide). Run in CC(=O)C (acetone). Run at time 14 hour. The product is C(=O)(O)[C@@H]1NC2=CC(=CC(=C2[C@H](C1)CC(=O)OC)Cl)Cl (Trans-2-carboxy-4-methoxycarbonylmethyl-5,7-dichloro-1,2,3,4-tetrahydroquinoline). Yield: 68.1%. Reaction SMILES: C[O:2][C:3]([C@H:5]1[CH2:14][C@H:13]([CH2:15][C:16]([O:18][CH3:19])=[O:17])[C:12]2[C:7](=[CH:8][C:9]([Cl:21])=[CH:10][C:11]=2[Cl:20])[NH:6]1)=[O:4].[OH-].[Na+]>CC(C)=O>[C:3]([C@H:5]1[CH2:14][C@H:13]([CH2:15][C:16]([O:18][CH3:19])=[O:17])[C:12]2[C:7](=[CH:8][C:9]([Cl:21])=[CH:10][C:11]=2[Cl:20])[NH:6]1)([OH:4])=[O:2] |f:1.2|. Procedure: Trans-2-methoxycarbonyl-4-methoxycarbonylmethyl-5,7-dichloro-1,2,3,4-tetrahydroquinoline (0.4 g, 0.0012 mol) was dissolved in 50% aqueous acetone and cooled to 0° C. whereupon 0.5N sodium hydroxide solution (2.42 ml, 1 molar equivalent) was added. The reaction mixture was allowed to warm slowly to room temperature and stirred for 14 h. The acetone was removed under vacuum and the aqueous residue acidified to pH 1 with 1N hydrochloric acid and extracted into ethyl acetate (2×50 ml). The combined ... Reactants: C1CCNCC1, CC1=CC(=C(C#N)C#N)C=C(c2ccccc2)O1, CCO, O=Cc1ccc(N2N=C(c3ccc4ccc5cccc6ccc3c4c56)CC2c2ccccc2)cc1. The product is N#CC(C#N)=C1C=C(C=Cc2ccc(N3N=C(c4ccc5ccc6cccc7ccc4c5c67)CC3c3ccccc3)cc2)OC(c2ccccc2)=C1. As a reaction SMILES: [CH2:54]1[CH2:55][CH2:56][NH:57][CH2:58][CH2:59]1.[CH3:1][C:2]1=[CH:7][C:6](=[C:8]([C:9]#[N:10])[C:11]#[N:12])[CH:5]=[C:4]([c:13]2[cH:14][cH:15][cH:16][cH:17][cH:18]2)[O:3]1.[CH3:60][CH2:61][OH:62].[c:19]1([CH:25]2[CH2:26][C:27]([c:38]3[cH:39][cH:40][c:41]4[cH:42][cH:43][c:44]5[cH:45][cH:46][cH:47][c:48]6[cH:49][cH:50][c:51]3[c:52]4[c:53]56)=[N:28][N:29]2[c:30]2[cH:31][cH:32][c:33]([CH:34]=[O:35])[cH:36][cH:37]2)[cH:20][cH:21][cH:22][cH:23][cH:24]1>>[CH:1]([C:2]1=[CH:7][C:6](=[C:8]([C:9]#[N:10])[C:11]#[N:12])[CH:5]=[C:4]([c:13]2[cH:14][cH:15][cH:16][cH:17][cH:18]2)[O:3]1)=[CH:34][c:33]1[cH:32][cH:31][c:30]([N:29]2[CH:25]([c:19]3[cH:20][cH:21][cH:22][cH:23][cH:24]3)[CH2:26][C:27]([c:38]3[cH:39][cH:40][c:41]4[cH:42][cH:43][c:44]5[cH:45][cH:46][cH:47][c:48]6[cH:49][cH:50][c:51]3[c:52]4[c:53]56)=[N:28]2)[cH:37][cH:36]1. Starting materials: Cl.NCC1=C2CN(C(C2=CC=C1)=O)C1C(NC(CC1)=O)=O (3-(4-aminomethyl-1-oxo-1,3-dihydroisoindol-2-yl)-piperidine-2,6-dione hydrochloride), ClC=1C=C(C=CC1C)N=C=O (3-chloro-4-methylphenyl isocyanate), C(C)(C)N(CC)C(C)C (diisopropylethylamine). The solvent is N1=CC=CC=C1 (pyridine). Conditions: temperature 40 celsius. The product is ClC=1C=C(C=CC1C)NC(=O)NCC1=C2CN(C(C2=CC=C1)=O)C1C(NC(CC1)=O)=O (1-(3-CHLORO-4-METHYLPHENYL)-3-[2-(2,6-DIOXO-PIPERIDIN-3-YL)-1-OXO-2,3-DIHYDRO-1H-ISOINDOL-4-YLMETHYL]UREA). Isolated yield 49.6%. Reaction SMILES: Cl.[NH2:2][CH2:3][C:4]1[CH:12]=[CH:11][CH:10]=[C:9]2[C:5]=1[CH2:6][N:7]([CH:14]1[CH2:19][CH2:18][C:17](=[O:20])[NH:16][C:15]1=[O:21])[C:8]2=[O:13].[Cl:22][C:23]1[CH:24]=[C:25]([N:30]=[C:31]=[O:32])[CH:26]=[CH:27][C:28]=1[CH3:29].C(N(C(C)C)CC)(C)C>N1C=CC=CC=1>[Cl:22][C:23]1[CH:24]=[C:25]([NH:30][C:31]([NH:2][CH2:3][C:4]2[CH:12]=[CH:11][CH:10]=[C:9]3[C:5]=2[CH2:6][N:7]([CH:14]2[CH2:19][CH2:18][C:17](=[O:20])[NH:16][C:15]2=[O:21])[C:8]3=[O:13])=[O:32])[CH:26]=[CH:27][C:28]=1[CH3:29] |f:0.1|. Procedure details: A mixture of 3-(4-aminomethyl-1-oxo-1,3-dihydroisoindol-2-yl)-piperidine-2,6-dione hydrochloride (0.50 g, 1.6 mmol), 3-chloro-4-methylphenyl isocyanate (0.26 g, 1.6 mmol) and diisopropylethylamine (0.40 g, 3.1 mmol) in 10 mL pyridine was warmed to 40° C. with stirring under N2, and the resulting solution was stirred at this temperature for 2 hours. The mixture was cooled, and the solvent was evaporated under vacuum. The residue was chromatographed, eluting with 95:5 methylene chloride-methanol, ...